From a dataset of the Open Reaction Database (ORD), a public repository of structured organic reaction records. describe an organic reaction: reactants, conditions, products, and yield Starting materials: ClC(c1ccccc1)(c1ccccc1)c1ccccc1, ClCCl, NC(C(=O)O)C(C(=O)O)c1ccccc1. Yields the product O=C(O)C(NC(c1ccccc1)(c1ccccc1)c1ccccc1)C(C(=O)O)c1ccccc1. As a reaction SMILES: [C:16]([c:17]1[cH:18][cH:19][cH:20][cH:21][cH:22]1)([c:23]1[cH:24][cH:25][cH:26][cH:27][cH:28]1)([c:29]1[cH:30][cH:31][cH:32][cH:33][cH:34]1)[Cl:35].[Cl:36][CH2:37][Cl:38].[NH2:1][CH:2]([C:3](=[O:4])[OH:5])[CH:6]([C:7](=[O:8])[OH:9])[c:10]1[cH:11][cH:12][cH:13][cH:14][cH:15]1>>[NH:1]([CH:2]([C:3](=[O:4])[OH:5])[CH:6]([C:7](=[O:8])[OH:9])[c:10]1[cH:11][cH:12][cH:13][cH:14][cH:15]1)[C:16]([c:17]1[cH:18][cH:19][cH:20][cH:21][cH:22]1)([c:23]1[cH:24][cH:25][cH:26][cH:27][cH:28]1)[c:29]1[cH:30][cH:31][cH:32][cH:33][cH:34]1. RXN SMILES: [Br:1][c:2]1[c:3]([CH3:11])[cH:4][cH:5][c:6]([N+:8]([O-:9])=[O:10])[cH:7]1.[CH3:12][CH2:13][OH:14].[CH3:15][C:16](=[O:17])[OH:18].[Fe:21].[NH3:19].[OH2:20]>>[Br:1][c:2]1[c:3]([CH3:11])[cH:4][cH:5][c:6]([NH2:8])[cH:7]1. Yields the product Cc1ccc(N)cc1Br. Reactants: Cc1ccc([N+](=O)[O-])cc1Br, CCO, CC(=O)O, [Fe], N, O.